This data is from the Open Reaction Database (ORD), a public repository of structured organic reaction records. The task is: describe an organic reaction: reactants, conditions, products, and yield Starting materials: COCCOc1ccc(NC(C)=O)cc1-c1ccnn1C, CO, [Na+], [OH-], O. Product: COCCOc1ccc(N)cc1-c1ccnn1C. Reaction SMILES: [CH3:1][O:2][CH2:3][CH2:4][O:5][c:6]1[c:7](-[c:16]2[n:17]([CH3:21])[n:18][cH:19][cH:20]2)[cH:8][c:9]([NH:12][C:13](=[O:14])[CH3:15])[cH:10][cH:11]1.[CH3:24][OH:25].[Na+:23].[OH-:22].[OH2:26]>>[CH3:1][O:2][CH2:3][CH2:4][O:5][c:6]1[c:7](-[c:16]2[n:17]([CH3:21])[n:18][cH:19][cH:20]2)[cH:8][c:9]([NH2:12])[cH:10][cH:11]1. Reactants: CC(C)OC(N[C@@H]1C[C@@H](N(C2=CC=C(C=C12)C=1N=NN(C1)CCCNC(=O)OC(C)(C)C)C(C)=O)C)=O (1-methylethyl((2S,4R)-1-acetyl-6-{1-[3-({[(1,1-dimethylethyl)oxy]carbonyl}amino)propyl]-1H-1,2,3-triazol-4-yl}-2-methyl-1,2,3,4-tetrahydro-4-quinolinyl)carbamate), Intermediate 73, Cl (HCl). Solvent: O1CCOCC1 (1,4-dioxane). Reaction conditions: time 2 hour. Product: Cl.C(C)(=O)N1[C@H](C[C@H](C2=CC(=CC=C12)C=1N=NN(C1)CCCN)NC(OC(C)C)=O)C (1-methylethyl {(2S,4R)-1-acetyl-6-[1-(3-aminopropyl)-1H-1,2,3-triazol-4-yl]-2-methyl-1,2,3,4-tetrahydro-4-quinolinyl}carbamate hydrochloride). Yield: 73.0%. Reaction SMILES: [CH3:1][CH:2]([O:4][C:5](=[O:37])[NH:6][C@H:7]1[C:16]2[C:11](=[CH:12][CH:13]=[C:14]([C:17]3[N:18]=[N:19][N:20]([CH2:22][CH2:23][CH2:24][NH:25]C(OC(C)(C)C)=O)[CH:21]=3)[CH:15]=2)[N:10]([C:33](=[O:35])[CH3:34])[C@@H:9]([CH3:36])[CH2:8]1)[CH3:3].[ClH:38]>O1CCOCC1>[ClH:38].[C:33]([N:10]1[C:11]2[C:16](=[CH:15][C:14]([C:17]3[N:18]=[N:19][N:20]([CH2:22][CH2:23][CH2:24][NH2:25])[CH:21]=3)=[CH:13][CH:12]=2)[C@H:7]([NH:6][C:5](=[O:37])[O:4][CH:2]([CH3:1])[CH3:3])[CH2:8][C@@H:9]1[CH3:36])(=[O:35])[CH3:34] |f:3.4|. Procedure: A solution of 1-methylethyl((2S,4R)-1-acetyl-6-{1-[3-({[(1,1-dimethylethyl)oxy]carbonyl}amino)propyl]-1H-1,2,3-triazol-4-yl}-2-methyl-1,2,3,4-tetrahydro-4-quinolinyl)carbamate (for a preparation, see Intermediate 73) (543 mg, 1.055 mmol) in 1,4-dioxane (1 mL) was treated with HCl (4N in 1,4-dioxane, 4.00 mL, 16 mmol) and the resulting mixture was stirred for 2 h at room temperature then concentrated in vacuo. The residue was co-evaporated twice with toluene then triturated with Et2O and filtered... Reactants: [BH4-], C1CCOC1, CCO, CCC(CC)(O[Si](C)(C)C)C(F)(F)C=O, [Na+]. The product is CCC(CC)(O[Si](C)(C)C)C(F)(F)CO. As a reaction SMILES: [BH4-:16].[CH2:18]1[O:19][CH2:20][CH2:21][CH2:22]1.[CH3:23][CH2:24][OH:25].[F:1][C:2]([CH:3]=[O:4])([C:5]([CH2:6][CH3:7])([O:8][Si:9]([CH3:10])([CH3:11])[CH3:12])[CH2:13][CH3:14])[F:15].[Na+:17]>>[F:1][C:2]([CH2:3][OH:4])([C:5]([CH2:6][CH3:7])([O:8][Si:9]([CH3:10])([CH3:11])[CH3:12])[CH2:13][CH3:14])[F:15]. Run in C1CCOC1 (THF), Cl (HCl). Reaction SMILES: C([O:5][C:6](=[O:15])[C:7]1[CH:12]=[C:11]([CH3:13])[N:10]=[C:9](Cl)[CH:8]=1)(C)(C)C.CC1(C)C2C(=C(P(C3C=CC=CC=3)C3C=CC=CC=3)C=CC=2)OC2C(P(C3C=CC=CC=3)C3C=CC=CC=3)=CC=CC1=2.[CH3:58][NH:59][CH3:60]>C1COCC1.Cl.CC([O-])=O.CC([O-])=O.[Pd+2]>[CH3:58][N:59]([CH3:60])[C:9]1[CH:8]=[C:7]([CH:12]=[C:11]([CH3:13])[N:10]=1)[C:6]([OH:5])=[O:15] |f:5.6.7|. Reported procedure: Under argon, a solution of 2-chloro-6-methyl-isonicotinic acid tert.-butyl ester (625 mg 2.75 mmol), Na tert.-butylate (396 mg, 4.10 mmol), Xantphos (173 mg, 0.30 mmol) and Pd(OAc)2 (83 mg, 0.37 mmol) in 2 M dimethylamine in THF (35 mL) is stirred at 110° C. for 18 h. The dark reaction mixture is cooled to rt, diluted with 6 N aq. HCl and extracted with diethyl ether (4×60 mL). The org. extracts are concentrated, the residue is dissolved in 6 N aq. HCl and heated to 100° C. for 18 h. The orange ... The reagents and catalysts are CC(=O)[O-].CC(=O)[O-].[Pd+2] (Pd(OAc)2). The reactants are C(C)(C)(C)OC(C1=CC(=NC(=C1)C)Cl)=O (2-chloro-6-methyl-isonicotinic acid tert.-butyl ester), Na tert.-butylate, CC1(C2=C(C(=CC=C2)P(C3=CC=CC=C3)C4=CC=CC=C4)OC5=C(C=CC=C51)P(C6=CC=CC=C6)C7=CC=CC=C7)C (Xantphos), CNC (dimethylamine). Product: CN(C=1C=C(C(=O)O)C=C(N1)C)C (2-dimethylamino-6-methyl-isonicotinic acid).